The task is: describe an organic reaction: reactants, conditions, products, and yield. This data is from the Open Reaction Database (ORD), a public repository of structured organic reaction records. Run in N1=CC=CC=C1 (pyridine), C(C)(=O)OCC (ethyl acetate). Yields the product FC(C=1NC=2C(=C3OC(CCC3=CC2)COS(=O)(=O)C2=CC=C(C=C2)C)N1)(F)F (Toluene-4-sulfonic acid 2-trifluoromethyl-3,6,7,8-tetrahydro-9-oxa-1,3-diaza-cyclopenta[a]naphthalen-8-ylmethyl ester). The yield is 86.9%. Reported procedure: A solution of (2-trifluoromethyl-3,6,7,8-tetrahydro-9-oxa-1,3-diaza-cyclo-penta[a]naphthalen-8-yl)-methanol (400 mg, 1.47 mmol) and p-toluenesulfonyl chloride (344 mg, 1.76 mmol) in anhydrous pyridine (50 mL) was stirred for 12 hours and then the solvent was removed in vacuo to give a residue. The residue was dissolved in ethyl acetate (100 mL) and washed with water (3×30 mL). The organic layer was dried over anhydrous Na2SO4, filtered, and the solvent removed in vacuo to a residue. The residue ... Starting materials: FC(C=1NC=2C(=C3OC(CCC3=CC2)CO)N1)(F)F ((2-trifluoromethyl-3,6,7,8-tetrahydro-9-oxa-1,3-diaza-cyclo-penta[a]naphthalen-8-yl)-methanol), C1(=CC=C(C=C1)S(=O)(=O)Cl)C (p-toluenesulfonyl chloride). RXN SMILES: [F:1][C:2]([F:19])([F:18])[C:3]1[NH:4][C:5]2[C:6]([N:17]=1)=[C:7]1[C:12](=[CH:13][CH:14]=2)[CH2:11][CH2:10][CH:9]([CH2:15][OH:16])[O:8]1.[C:20]1([CH3:30])[CH:25]=[CH:24][C:23]([S:26](Cl)(=[O:28])=[O:27])=[CH:22][CH:21]=1>N1C=CC=CC=1.C(OCC)(=O)C>[F:19][C:2]([F:1])([F:18])[C:3]1[NH:4][C:5]2[C:6]([N:17]=1)=[C:7]1[C:12](=[CH:13][CH:14]=2)[CH2:11][CH2:10][CH:9]([CH2:15][O:16][S:26]([C:23]2[CH:24]=[CH:25][C:20]([CH3:30])=[CH:21][CH:22]=2)(=[O:28])=[O:27])[O:8]1.